From a dataset of the Open Reaction Database (ORD), a public repository of structured organic reaction records. describe an organic reaction: reactants, conditions, products, and yield The reactants are [Li]CCCC (n-BuLi), C(C)O\C=C/[Sn](CCCC)(CCCC)CCCC (cis-1-ethoxy-2-(tri-n-butylstannyl)ethylene), FC1=CC=C(C=C1)C1=C(C(=NC(=C1)C1=CC=CC=C1)C(C)C)C=O (4-(4-fluorophenyl)-2-(1-methylethyl)-6-phenyl-3-pyridinecarboxaldehyde). Yield: 86.7%. The product is FC1=CC=C(C=C1)C1=C(C(=NC(=C1)C1=CC=CC=C1)C(C)C)/C=C/C=O ((E)-3-[4-(4-fluorophenyl)-2-(1-methylethyl)-6-phenyl-3-pyridinyl]-2-propenal). Procedure details: n-BuLi (1.6M in hexanes, 1.52 ml, 2.43 mmol) was added to a solution of cis-1-ethoxy-2-(tri-n-butylstannyl)ethylene (961 mg, 2.66 mmol) in dry THF (7.5 ml) at -78° C. The mixture was stirred for 1 hour, then treated with a solution of 4-(4-fluorophenyl)-2-(1-methylethyl)-6-phenyl-3-pyridinecarboxaldehyde (708 mg, 2.22 mmol) in THF (3.5 ml). One hour after the addition, the reaction was immersed in an ice bath, stirred for 5 minutes, then the mixture was quenched with H2O (8 ml) and 10% HCl (8 ml... The solvent is C1CCOC1 (THF), C1CCOC1 (THF). Reaction conditions: time 1 hour. Reaction SMILES: [Li][CH2:2][CH2:3][CH2:4]C.C([O:8]/C=C\[Sn](CCCC)(CCCC)CCCC)C.[F:24][C:25]1[CH:30]=[CH:29][C:28]([C:31]2[CH:36]=[C:35]([C:37]3[CH:42]=[CH:41][CH:40]=[CH:39][CH:38]=3)[N:34]=[C:33]([CH:43]([CH3:45])[CH3:44])[C:32]=2C=O)=[CH:27][CH:26]=1>C1COCC1>[F:24][C:25]1[CH:30]=[CH:29][C:28]([C:31]2[CH:36]=[C:35]([C:37]3[CH:42]=[CH:41][CH:40]=[CH:39][CH:38]=3)[N:34]=[C:33]([CH:43]([CH3:45])[CH3:44])[C:32]=2/[CH:2]=[CH:3]/[CH:4]=[O:8])=[CH:27][CH:26]=1. Yields the product C(C)(=O)N1C(C(C2=CC(=CC=C12)C(C)=O)=C(O)C1=CC=C(C=C1)C(F)(F)F)=O (1,5-diacetyl-3-[(4-trifluoromethyl-phenyl)-hydroxy-methylidene]-2-indolinone). Reported procedure: Prepared from 1,5-diacetyl-2-indolinone and 4-trifluoromethyl-benzoic acid The reactants are C(C)(=O)N1C(CC2=CC(=CC=C12)C(C)=O)=O (1,5-diacetyl-2-indolinone), FC(C1=CC=C(C(=O)O)C=C1)(F)F (4-trifluoromethyl-benzoic acid). RXN SMILES: [C:1]([N:4]1[C:12]2[C:7](=[CH:8][C:9]([C:13](=[O:15])[CH3:14])=[CH:10][CH:11]=2)[CH2:6][C:5]1=[O:16])(=[O:3])[CH3:2].[F:17][C:18]([F:29])([F:28])[C:19]1[CH:27]=[CH:26][C:22]([C:23](O)=[O:24])=[CH:21][CH:20]=1>>[C:1]([N:4]1[C:12]2[C:7](=[CH:8][C:9]([C:13](=[O:15])[CH3:14])=[CH:10][CH:11]=2)[C:6](=[C:23]([C:22]2[CH:21]=[CH:20][C:19]([C:18]([F:17])([F:28])[F:29])=[CH:27][CH:26]=2)[OH:24])[C:5]1=[O:16])(=[O:3])[CH3:2]. The reactants are [OH-].[Na+] (Sodium hydroxide), BrC1=CC=C(C=C1)/C(=C/COC1=CC=C(C=C1)C[C@@H](C(=O)OCC)OCC)/C ((E)-(S)-ethyl 3-{4-[3-(4-bromophenyl)-but-2-enyloxy]-phenyl}-2-ethoxy-propionate). Solvent: C(C)O (ethanol). Conditions: time 18 hour. The product is BrC1=CC=C(C=C1)/C(=C/COC1=CC=C(C=C1)C[C@@H](C(=O)O)OCC)/C ((E)-(S)-3-{4-[3-(4-bromophenyl)-but-2-enyloxy]-phenyl}-2-ethoxy-propionic acid). RXN SMILES: [OH-].[Na+].[Br:3][C:4]1[CH:9]=[CH:8][C:7](/[C:10](/[CH3:30])=[CH:11]/[CH2:12][O:13][C:14]2[CH:19]=[CH:18][C:17]([CH2:20][C@H:21]([O:27][CH2:28][CH3:29])[C:22]([O:24]CC)=[O:23])=[CH:16][CH:15]=2)=[CH:6][CH:5]=1>C(O)C>[Br:3][C:4]1[CH:5]=[CH:6][C:7](/[C:10](/[CH3:30])=[CH:11]/[CH2:12][O:13][C:14]2[CH:19]=[CH:18][C:17]([CH2:20][C@H:21]([O:27][CH2:28][CH3:29])[C:22]([OH:24])=[O:23])=[CH:16][CH:15]=2)=[CH:8][CH:9]=1 |f:0.1|. Procedure details: Sodium hydroxide (1M, 1.10 ml, 1.10 mmol) was added to a solution of (E)-(S)-ethyl 3-{4-[3-(4-bromophenyl)-but-2-enyloxy]-phenyl}-2-ethoxy-propionate (example 50) (0.245 g, 0.548 mmol) in ethanol (10 ml) and the mixture stirred at room temperature for 18 h. The resulting mixture was partitioned between water (50 ml) and ethyl acetate (50 ml) and the aqueous layer acidified to pH1 by addition of 1N HCl. The aqueous layer was separated and further extracted with ethyl acetate (2×50 ml). The combin... Reactants: C(C1=CC=CC=C1)N1CC(CCC1)O (1-benzyl-3-hydroxypiperidine), C=C1CC(=O)O1 (diketene). The product is C(C1=CC=CC=C1)N1CC(CCC1)OC(CC(=O)C)=O (acetoacetic acid-N-benzyl-3-piperidinyl ester). The yield is 62.7%. Reaction SMILES: [CH2:1]([N:8]1[CH2:13][CH2:12][CH2:11][CH:10]([OH:14])[CH2:9]1)[C:2]1[CH:7]=[CH:6][CH:5]=[CH:4][CH:3]=1.[CH2:15]=[C:16]1[O:20][C:18](=[O:19])[CH2:17]1>>[CH2:1]([N:8]1[CH2:13][CH2:12][CH2:11][CH:10]([O:14][C:18](=[O:19])[CH2:17][C:16]([CH3:15])=[O:20])[CH2:9]1)[C:2]1[CH:3]=[CH:4][CH:5]=[CH:6][CH:7]=1. Procedure details: Then, 11.8 g of the 1-benzyl-3-hydroxypiperidine and 5.6 g of diketene were reacted similarly as in Reference Example 1, and the reaction product was purified by silica gel column chromatography (eluent:chloroform:methanol=9:1 v/v), to obtain 10.65 g of acetoacetic acid-N-benzyl-3-piperidinyl ester (yield: 62.5%). This was used in the reaction of Example 4 without distillation.